Dataset: the Open Reaction Database (ORD), a public repository of structured organic reaction records. Task: describe an organic reaction: reactants, conditions, products, and yield Yields the product NC(=O)OCc1ccc(OCc2cccc(F)c2)cc1. As a reaction SMILES: [F:1][c:2]1[cH:3][c:4]([CH2:5][O:6][c:7]2[cH:8][cH:9][c:10]([CH2:13][OH:14])[cH:11][cH:12]2)[cH:15][cH:16][cH:17]1.[K+:21].[N-:18]=[C:19]=[O:20].[OH:22][C:23]([C:24]([F:25])([F:26])[F:27])=[O:28].[cH:29]1[cH:30][cH:31][cH:32][cH:33][cH:34]1>>[F:1][c:2]1[cH:3][c:4]([CH2:5][O:6][c:7]2[cH:8][cH:9][c:10]([CH2:13][O:14][C:19]([NH2:18])=[O:20])[cH:11][cH:12]2)[cH:15][cH:16][cH:17]1. Reactants: OCc1ccc(OCc2cccc(F)c2)cc1, [K+], [N-]=C=O, O=C(O)C(F)(F)F, c1ccccc1. Starting materials: COC1=CC=C(C=C1)C(=O)C1=CC=C(C=C1)CCCC (4-n-Butylphenyl 4-methoxyphenyl ketone), C[S-].[Na+] (sodium thiomethoxide). The solvent is CN(C=O)C (N,N-dimethylformamide). The product is OC1=CC=C(C=C1)C(=O)C1=CC=C(C=C1)CCCC (4-n-Butylphenyl 4-hydroxyphenyl ketone). Isolated yield 96.2%. Reaction SMILES: C[O:2][C:3]1[CH:8]=[CH:7][C:6]([C:9]([C:11]2[CH:16]=[CH:15][C:14]([CH2:17][CH2:18][CH2:19][CH3:20])=[CH:13][CH:12]=2)=[O:10])=[CH:5][CH:4]=1.C[S-].[Na+]>CN(C)C=O>[OH:2][C:3]1[CH:4]=[CH:5][C:6]([C:9]([C:11]2[CH:12]=[CH:13][C:14]([CH2:17][CH2:18][CH2:19][CH3:20])=[CH:15][CH:16]=2)=[O:10])=[CH:7][CH:8]=1 |f:1.2|. Procedure: 4-n-Butylphenyl 4-methoxyphenyl ketone (863 mg) obtained in Example 147 was dissolved in N,N-dimethylformamide (50 ml), sodium thiomethoxide (563 mg) was added, and the admixture was refluxed with heat for 7 hours under argon. The reaction mixture was treated in the same manner as described in Example 33 to obtain 787 mg of the title compound (yield: 96%). The reagents and catalysts are [Pd] (palladium). The solvent is C(C)O (ethanol). Reactants: C(C1=CC=CC=C1)OC=1C=2N(C=C(C1)C(=O)OCC)C(=C(N2)C)C (8-benzyloxy-6-ethoxycarbonyl-2,3-dimethylimidazo[1,2-a]pyridine). The product is C(C)OC(=O)C1CC(C=2N(C1)C(=C(N2)C)C)O (6-ethoxycarbonyl-8-hydroxy-2,3-dimethyl-5,6,7,8-tetrahydroimidazo[1,2-a]pyridine). As a reaction SMILES: C([O:8][C:9]1[C:10]2[N:11]([C:20]([CH3:24])=[C:21]([CH3:23])[N:22]=2)[CH:12]=[C:13]([C:15]([O:17][CH2:18][CH3:19])=[O:16])[CH:14]=1)C1C=CC=CC=1>C(O)C.[Pd]>[CH2:18]([O:17][C:15]([CH:13]1[CH2:12][N:11]2[C:20]([CH3:24])=[C:21]([CH3:23])[N:22]=[C:10]2[CH:9]([OH:8])[CH2:14]1)=[O:16])[CH3:19]. Isolated yield 14.5%. Reported procedure: 3 g of 8-benzyloxy-6-ethoxycarbonyl-2,3-dimethylimidazo[1,2-a]pyridine, suspended in 50 ml of ethanol, are treated with 0.5 g of 10% strength palladium/active carbon and hydrogenated under a hydrogen pressure of 50 bar for 20 hours at an oil bath temperature of 75° C. After cooling, the catalyst is filtered off, the filtrate is concentrated to ⅕ of the volume in vacuo and the colorless precipitate formed here is filtered off. The filtrate from the precipitate is concentrated to dryness and chrom... Starting materials: CC(C)=O, CC(C)c1cc(Oc2c(Cl)cc(CCO)cc2Cl)nn(C)c1=O. Product: CC(C)c1cc(Oc2c(Cl)cc(CC(=O)O)cc2Cl)nn(C)c1=O. Reaction SMILES: [CH3:24][C:25]([CH3:26])=[O:27].[Cl:1][c:2]1[c:3]([O:4][c:5]2[cH:6][c:7]([CH:13]([CH3:14])[CH3:15])[c:8](=[O:12])[n:9]([CH3:11])[n:10]2)[c:16]([Cl:23])[cH:17][c:18]([CH2:20][CH2:21][OH:22])[cH:19]1>>[Cl:1][c:2]1[c:3]([O:4][c:5]2[cH:6][c:7]([CH:13]([CH3:14])[CH3:15])[c:8](=[O:12])[n:9]([CH3:11])[n:10]2)[c:16]([Cl:23])[cH:17][c:18]([CH2:20][C:21](=[O:22])[OH:27])[cH:19]1.